This data is from the Open Reaction Database (ORD), a public repository of structured organic reaction records. The task is: describe an organic reaction: reactants, conditions, products, and yield Reactants: CCOCC, [H-], [Na+], CN(C)C=O, O, CCCOc1c(OCCBr)cc(C2CCC(c3cc(OC)c(OC)c(OC)c3)O2)cc1S(=O)(=O)CC(C)O, Sc1ncc[nH]1. Yields the product CCCOc1c(OCCSc2ncc[nH]2)cc(C2CCC(c3cc(OC)c(OC)c(OC)c3)O2)cc1S(=O)(=O)CC(C)O. As a reaction SMILES: [CH2:53]([O:54][CH2:55][CH3:56])[CH3:57].[H-:46].[Na+:45].[O:48]=[CH:49][N:50]([CH3:51])[CH3:52].[OH2:47].[OH:1][CH:2]([CH2:3][S:4](=[O:5])(=[O:6])[c:7]1[cH:8][c:9]([CH:21]2[O:22][CH:23]([c:26]3[cH:27][c:28]([O:36][CH3:37])[c:29]([O:34][CH3:35])[c:30]([O:32][CH3:33])[cH:31]3)[CH2:24][CH2:25]2)[cH:10][c:11]([O:17][CH2:18][CH2:19][Br:20])[c:12]1[O:13][CH2:14][CH2:15][CH3:16])[CH3:38].[SH:39][c:40]1[nH:41][cH:42][cH:43][n:44]1>>[OH:1][CH:2]([CH2:3][S:4](=[O:5])(=[O:6])[c:7]1[cH:8][c:9]([CH:21]2[O:22][CH:23]([c:26]3[cH:27][c:28]([O:36][CH3:37])[c:29]([O:34][CH3:35])[c:30]([O:32][CH3:33])[cH:31]3)[CH2:24][CH2:25]2)[cH:10][c:11]([O:17][CH2:18][CH2:19][S:39][c:40]2[nH:41][cH:42][cH:43][n:44]2)[c:12]1[O:13][CH2:14][CH2:15][CH3:16])[CH3:38]. As a reaction SMILES: [Br:1][Mg:2][c:3]1[cH:4][cH:5][cH:6][cH:7][cH:8]1.[CH2:16]1[O:17][CH2:18][CH2:19][CH2:20]1.[ClH:15].[O:9]=[C:10]1[CH2:11][CH2:12][CH2:13][CH2:14]1>>[c:3]1([C:10]2=[CH:11][CH2:12][CH2:13][CH2:14]2)[cH:4][cH:5][cH:6][cH:7][cH:8]1. The reactants are Br[Mg]c1ccccc1, C1CCOC1, Cl, O=C1CCCC1. Yields the product C1=C(c2ccccc2)CCC1. Starting materials: COC(C1=C(C=C2C(=C1)OCO2)Br)OC (2-bromo-4,5-methylenedioxybenzaldehyde dimethylacetal), C(C)OC=1C=C(C=O)C=CC1OCC (3,4-diethoxybenzaldehyde). Yields the product COC(C1=C(C=C2C(=C1)OCO2)C(C2=CC(=C(C=C2)OC)OC)O)OC (2-(3,4-dimethoxy-α-hydroxybenzyl)-4,5-methylenedioxybenzaldehyde dimethylacetal). Isolated yield 76.0%. As a reaction SMILES: [CH3:1][O:2][CH:3]([O:14][CH3:15])[C:4]1[CH:9]=[C:8]2[O:10][CH2:11][O:12][C:7]2=[CH:6][C:5]=1Br.[CH2:16]([O:18][C:19]1[CH:20]=[C:21]([CH:24]=[CH:25][C:26]=1[O:27][CH2:28]C)[CH:22]=[O:23])C>>[CH3:1][O:2][CH:3]([O:14][CH3:15])[C:4]1[CH:9]=[C:8]2[O:10][CH2:11][O:12][C:7]2=[CH:6][C:5]=1[CH:22]([OH:23])[C:21]1[CH:24]=[CH:25][C:26]([O:27][CH3:28])=[C:19]([O:18][CH3:16])[CH:20]=1. Procedure: 2-bromo-4,5-methylenedioxybenzaldehyde dimethylacetal and 3,4-diethoxybenzaldehyde are reacted in the same manner as described in Example 1-(1), whereby 2-(3,4-dimethoxy-α-hydroxybenzyl)-4,5-methylenedioxybenzaldehyde dimethylacetal is obtained as colorless syrup. Yield 76% Product: O=C(Nc1nc(-c2ccco2)c(C(=O)C2CCOCC2)s1)c1ccncc1. As a reaction SMILES: [CH2:29]([Cl:30])[CH2:31][Cl:32].[ClH:33].[Na+:45].[O:1]1[CH2:2][CH2:3][CH:4]([C:7](=[O:8])[c:9]2[c:10](-[c:15]3[o:16][cH:17][cH:18][cH:19]3)[n:11][c:12]([NH2:14])[s:13]2)[CH2:5][CH2:6]1.[O:50]=[CH:51][N:52]([CH3:53])[CH3:54].[OH2:34].[OH2:55].[OH:20][C:21](=[O:22])[c:23]1[cH:24][cH:25][n:26][cH:27][cH:28]1.[OH:35][n:36]1[c:37]2[cH:38][cH:39][cH:40][cH:41][c:42]2[n:43][n:44]1.[OH:46][C:47](=[O:48])[O-:49]>>[O:1]1[CH2:2][CH2:3][CH:4]([C:7](=[O:8])[c:9]2[c:10](-[c:15]3[o:16][cH:17][cH:18][cH:19]3)[n:11][c:12]([NH:14][C:21](=[O:20])[c:23]3[cH:24][cH:25][n:26][cH:27][cH:28]3)[s:13]2)[CH2:5][CH2:6]1. Reactants: ClCCCl, Cl, [Na+], Nc1nc(-c2ccco2)c(C(=O)C2CCOCC2)s1, CN(C)C=O, O, O, O=C(O)c1ccncc1, On1nnc2ccccc21, O=C([O-])O. Starting materials: ClC1=NC2=CC=C(C(=C2C=C1)NC(CC1CCCCC1)=O)Cl (N-(2,6-dichloro-5-quinolinyl)-cyclohexaneacetamide), N1C[C@@H](CC1)O ((3R)-3-pyrrolidinol). Product: ClC=1C(=C2C=CC(=NC2=CC1)N1C[C@@H](CC1)O)NC(CC1CCCCC1)=O (N-[6-Chloro-2-[(3R)-3-hydroxy-1-pyrrolidinyl]-5-quinolinyl]-cyclohexaneacetamide). Isolated yield 17.4%. RXN SMILES: Cl[C:2]1[CH:11]=[CH:10][C:9]2[C:4](=[CH:5][CH:6]=[C:7]([Cl:22])[C:8]=2[NH:12][C:13](=[O:21])[CH2:14][CH:15]2[CH2:20][CH2:19][CH2:18][CH2:17][CH2:16]2)[N:3]=1.[NH:23]1[CH2:27][CH2:26][C@@H:25]([OH:28])[CH2:24]1>>[Cl:22][C:7]1[C:8]([NH:12][C:13](=[O:21])[CH2:14][CH:15]2[CH2:20][CH2:19][CH2:18][CH2:17][CH2:16]2)=[C:9]2[C:4](=[CH:5][CH:6]=1)[N:3]=[C:2]([N:23]1[CH2:27][CH2:26][C@@H:25]([OH:28])[CH2:24]1)[CH:11]=[CH:10]2. Procedure details: Prepared according to the method of example 27, using N-(2,6-dichloro-5-quinolinyl)-cyclohexaneacetamide (Example 1(a)) (0.05 g) and (3R)-3-pyrrolidinol (0.052 g) to afford the title compound (0.01 g).